Dataset: the Open Reaction Database (ORD), a public repository of structured organic reaction records. Task: describe an organic reaction: reactants, conditions, products, and yield The reactants are CC1(OCC(O1)COC=1C=C(C=CC1)C1=CC=2C(=NC=C(C2)NC(C2=C(C(=CC=C2F)NS(=O)(=O)CCC)F)=O)N1)C (N-(2-(3-((2,2-dimethyl-1,3-dioxolan-4-yl)methoxy)phenyl)-1H-pyrrolo[2,3-b]pyridin-5-yl)-2,6-difluoro-3-(propylsulfonamido)benzamide), Cl (HCl). Solvent: C1CCOC1.CO (THF MeOH). Reaction conditions: time 16 hour. Product: OC(COC=1C=C(C=CC1)C1=CC=2C(=NC=C(C2)NC(C2=C(C(=CC=C2F)NS(=O)(=O)CCC)F)=O)N1)CO (N-(2-(3-(2,3-dihydroxypropoxy)phenyl)-1H-pyrrolo[2,3-b]pyridin-5-yl)-2,6-difluoro-3-(propylsulfonamido)benzamide). Isolated yield 0.1%. Reaction SMILES: CC1(C)[O:6][CH:5]([CH2:7][O:8][C:9]2[CH:10]=[C:11]([C:15]3[NH:41][C:18]4=[N:19][CH:20]=[C:21]([NH:23][C:24](=[O:40])[C:25]5[C:30]([F:31])=[CH:29][CH:28]=[C:27]([NH:32][S:33]([CH2:36][CH2:37][CH3:38])(=[O:35])=[O:34])[C:26]=5[F:39])[CH:22]=[C:17]4[CH:16]=3)[CH:12]=[CH:13][CH:14]=2)[CH2:4][O:3]1.Cl>C1COCC1.CO>[OH:6][CH:5]([CH2:4][OH:3])[CH2:7][O:8][C:9]1[CH:10]=[C:11]([C:15]2[NH:41][C:18]3=[N:19][CH:20]=[C:21]([NH:23][C:24](=[O:40])[C:25]4[C:30]([F:31])=[CH:29][CH:28]=[C:27]([NH:32][S:33]([CH2:36][CH2:37][CH3:38])(=[O:35])=[O:34])[C:26]=4[F:39])[CH:22]=[C:17]3[CH:16]=2)[CH:12]=[CH:13][CH:14]=1 |f:2.3|. Procedure details: A solution of N-(2-(3-((2,2-dimethyl-1,3-dioxolan-4-yl)methoxy)phenyl)-1H-pyrrolo[2,3-b]pyridin-5-yl)-2,6-difluoro-3-(propylsulfonamido)benzamide (22 mg, 36 mmol) in 2:1 THF/MeOH (3 mL) was treated with 1N HCl (1 mL) and the mixture stirred at room temperature for 16 hours. The volatiles were removed via rotary evaporation, and the resulting residue was partitioned between EtOAc and aqueous NaHCO3. The layers were separated, and the organic layer was dried (MgSO4), filtered and concentrated to a...